Dataset: the Open Reaction Database (ORD), a public repository of structured organic reaction records. Task: describe an organic reaction: reactants, conditions, products, and yield Starting materials: [BH3-]C#N, CC(=O)[O-], CO, COc1cc(Cl)cc(C(C)=O)c1OC, Cl, [NH4+], [Na+]. Yields the product COc1cc(Cl)cc(C(C)N)c1OC. Reaction SMILES: [C:20](#[N:21])[BH3-:22].[CH3:16][C:17](=[O:18])[O-:19].[CH3:25][OH:26].[Cl:1][c:2]1[cH:3][c:4]([O:13][CH3:14])[c:5]([O:11][CH3:12])[c:6]([C:8]([CH3:9])=[O:10])[cH:7]1.[ClH:24].[NH4+:15].[Na+:23]>>[Cl:1][c:2]1[cH:3][c:4]([O:13][CH3:14])[c:5]([O:11][CH3:12])[c:6]([CH:8]([CH3:9])[NH2:21])[cH:7]1. Starting materials: BrCc1ccccc1, CO, Cn1c(=O)[nH]c(=O)c2[nH]cnc21, [Na+], [OH-], O. Product: Cn1c(=O)[nH]c(=O)c2c1ncn2Cc1ccccc1. RXN SMILES: [Br:15][CH2:16][c:17]1[cH:18][cH:19][cH:20][cH:21][cH:22]1.[CH3:24][OH:25].[CH3:3][n:4]1[c:5](=[O:14])[nH:6][c:7](=[O:13])[c:8]2[nH:9][cH:10][n:11][c:12]12.[Na+:2].[OH-:1].[OH2:23]>>[CH3:3][n:4]1[c:5](=[O:14])[nH:6][c:7](=[O:13])[c:8]2[n:9]([CH2:16][c:17]3[cH:18][cH:19][cH:20][cH:21][cH:22]3)[cH:10][n:11][c:12]12. Reactants: ClC1=CC=C(CNC(=O)C=2C=NC3=C(C=C(C=C3C2O)CO)F)C=C1 (N-(4-chlorobenzyl)-8-fluoro-4-hydroxy-6-(hydroxymethyl)-3-quinolinecarboxamide), 141, N1=C(C=C(C=C1C)C)C (collidine), CS(=O)(=O)Cl (Methanesulfonyl chloride), ClC1=CC=C(CNC(=O)C=2C=NC3=C(C=C(C=C3C2O)CCl)F)C=C1 (N-(4-chlorobenzyl)-6-(chloromethyl)-8-fluoro-4-hydroxy-3-quinolinecarboxamide), N1CCOCC1 (Morpholine). Reagents/catalysts: CN(C)C=1C=CN=CC1 (DMAP). The solvent is CN(C)C=O (DMF). Product: ClC1=CC=C(CNC(=O)C=2C=NC3=C(C=C(C=C3C2O)CN2CCOCC2)F)C=C1 (N-(4-Chlorobenzyl)-8-fluoro-4-hydroxy-6-(4-morpholinylmethyl)-3-quinolinecarboxamide). The yield is 78.0%. As a reaction SMILES: [Cl:1][C:2]1[CH:25]=[CH:24][C:5]([CH2:6][NH:7][C:8]([C:10]2[CH:11]=[N:12][C:13]3[C:18]([C:19]=2[OH:20])=[CH:17][C:16]([CH2:21]O)=[CH:15][C:14]=3[F:23])=[O:9])=[CH:4][CH:3]=1.N1C(C)=CC(C)=CC=1C.CS(Cl)(=O)=O.ClC1C=CC(CNC(C2C=NC3C(C=2O)=CC(CCl)=CC=3F)=O)=CC=1.[NH:65]1[CH2:70][CH2:69][O:68][CH2:67][CH2:66]1>CN(C1C=CN=CC=1)C.CN(C=O)C>[Cl:1][C:2]1[CH:3]=[CH:4][C:5]([CH2:6][NH:7][C:8]([C:10]2[CH:11]=[N:12][C:13]3[C:18]([C:19]=2[OH:20])=[CH:17][C:16]([CH2:21][N:65]2[CH2:70][CH2:69][O:68][CH2:67][CH2:66]2)=[CH:15][C:14]=3[F:23])=[O:9])=[CH:24][CH:25]=1. Reported procedure: A solution of N-(4-chlorobenzyl)-8-fluoro-4-hydroxy-6-(hydroxymethyl)-3-quinolinecarboxamide from Example No. 141 (500 mg), collidine (0.21 mL), and DMAP (28.3 mg) in 25 mL DMF is cooled to 0° C. Methanesulfonyl chloride (0.12 mL) is added dropwise. The reaction is stirred at room temperature and monitored by mass spectroscopy for complete conversion to N-(4-chlorobenzyl)-6-(chloromethyl)-8-fluoro-4-hydroxy-3-quinolinecarboxamide (approx. 2-3 hrs and reaction mixture turns yellow). Morpholine (0... The reactants are Cl.C(C1=CN=CC=C1)(=O)Cl (nicotinic acid chloride hydrochloride), solution, C([O-])([O-])=O.[K+].[K+] (potassium carbonate), Br.NCCCCC1=CC=C(C=C1)C=1C=CC(NN1)=O (6-[4-(4-aminobutyl)phenyl]pyridazin-3(2H)-one hydrobromide). Solvent: C(C)(=O)OCC (ethyl acetate), O1CCCC1 (tetrahydrofuran). Conditions: time 3 hour. Product: N1=CC(=CC=C1)C(=O)NCCCCC1=CC=C(C=C1)C=1C=CC(NN1)=O (6-[4-(4-(pyridin-3-ylcarbonylamino)butyl)phenyl]pyridazin-3(2H)-one). Isolated yield 60.2%. RXN SMILES: C(=O)([O-])[O-].[K+].[K+].Br.[NH2:8][CH2:9][CH2:10][CH2:11][CH2:12][C:13]1[CH:18]=[CH:17][C:16]([C:19]2[CH:20]=[CH:21][C:22](=[O:25])[NH:23][N:24]=2)=[CH:15][CH:14]=1.Cl.[C:27](Cl)(=[O:34])[C:28]1[CH:33]=[CH:32][CH:31]=[N:30][CH:29]=1>C(OCC)(=O)C.O1CCCC1>[N:30]1[CH:31]=[CH:32][CH:33]=[C:28]([C:27]([NH:8][CH2:9][CH2:10][CH2:11][CH2:12][C:13]2[CH:14]=[CH:15][C:16]([C:19]3[CH:20]=[CH:21][C:22](=[O:25])[NH:23][N:24]=3)=[CH:17][CH:18]=2)=[O:34])[CH:29]=1 |f:0.1.2,3.4,5.6|. Procedure details: An aqueous solution (25 ml) containing 4.30 g of anhydrous potassium carbonate was added to a suspension in which 2.01 g of 6-[4-(4-aminobutyl)phenyl]pyridazin-3(2H)-one hydrobromide was suspended in ethyl acetate (40 ml) and tetrahydrofuran (10 ml). Under ice cooling, 2.23 g of nicotinic acid chloride hydrochloride was added thereto, and the mixture was stirred for 3 hours. Precipitated crystal was collected by filtration, washed with water, dried and then recrystallized from methanol to obtain... Reactants: O=C([O-])O, [Na+], O=P(Cl)(Cl)Cl, O=c1[nH]cnc2cc(-c3ccsc3)sc12. Product: Clc1ncnc2cc(-c3ccsc3)sc12. Reaction SMILES: [C:16](=[O:17])([OH:18])[O-:19].[Na+:20].[P:21]([Cl:22])([Cl:23])([Cl:24])=[O:25].[s:1]1[cH:2][c:3](-[c:6]2[cH:7][c:8]3[n:9][cH:10][nH:11][c:12](=[O:15])[c:13]3[s:14]2)[cH:4][cH:5]1>>[s:1]1[cH:2][c:3](-[c:6]2[cH:7][c:8]3[n:9][cH:10][n:11][c:12]([Cl:23])[c:13]3[s:14]2)[cH:4][cH:5]1.